Dataset: the Open Reaction Database (ORD), a public repository of structured organic reaction records. Task: describe an organic reaction: reactants, conditions, products, and yield Starting materials: C(C)(=O)OC1=CC(=C(C=C1)C(=O)OC(CC)CC)F (4-acetoxy-2-fluoro-1-(1-ethylpropyloxycarbonyl)benzene), C(C1=CC=CC=C1)N (benzylamine). Run in CCOCC (ether), C(C)O (ethanol). Run at time 1 day. Yields the product OC1=CC(=C(C=C1)C(=O)OC(CC)CC)F (4-hydroxy-2-fluoro-1-(1-ethylpropyloxycarbonyl)benzene). RXN SMILES: C([O:4][C:5]1[CH:10]=[CH:9][C:8]([C:11]([O:13][CH:14]([CH2:17][CH3:18])[CH2:15][CH3:16])=[O:12])=[C:7]([F:19])[CH:6]=1)(=O)C.C(N)C1C=CC=CC=1>C(O)C.CCOCC>[OH:4][C:5]1[CH:10]=[CH:9][C:8]([C:11]([O:13][CH:14]([CH2:17][CH3:18])[CH2:15][CH3:16])=[O:12])=[C:7]([F:19])[CH:6]=1. Reported procedure: 0.5 Gram of the compound obtained in the above (3) was dissolved in 30 ml of ethanol, and 1.5 g of benzylamine was added dropwise thereto. Further, the mixture was stirred at room temperature for one day and diluted with 300 ml of ether, and the diluted mixture was washed with diluted hydrochloric acid and then with water and dried over magnesium sulfate. The reactants are C(C)(C)(C)OC(=O)N1CC2NCC2CC1 (3,8-Diaza-bicyclo[4.2.0]octane-3-carboxylic acid tert-butyl ester), CC1=C(C=CC(=C1)C)S(=O)(=O)Cl (2,4-dimethyl-benzenesulfonyl chloride), C(C)(C)N(CC)C(C)C (di-isopropylethylamine). Solvent: C(Cl)Cl (DCM), C(Cl)Cl (DCM). Conditions: time 18 hour. Yields the product C(C)(C)(C)OC(=O)N1CC2N(CC2CC1)S(=O)(=O)C1=C(C=C(C=C1)C)C (8-(2,4-dimethyl-benzenesulfonyl)-3,8-diaza-bicyclo[4.2.0]octane-3-carboxylic acid tert-butyl ester). Isolated yield 71.7%. RXN SMILES: [C:1]([O:5][C:6]([N:8]1[CH2:15][CH2:14][CH:13]2[CH:10]([NH:11][CH2:12]2)[CH2:9]1)=[O:7])([CH3:4])([CH3:3])[CH3:2].[CH3:16][C:17]1[CH:22]=[C:21]([CH3:23])[CH:20]=[CH:19][C:18]=1[S:24](Cl)(=[O:26])=[O:25].C(N(C(C)C)CC)(C)C>C(Cl)Cl>[C:1]([O:5][C:6]([N:8]1[CH2:15][CH2:14][CH:13]2[CH:10]([N:11]([S:24]([C:18]3[CH:19]=[CH:20][C:21]([CH3:23])=[CH:22][C:17]=3[CH3:16])(=[O:26])=[O:25])[CH2:12]2)[CH2:9]1)=[O:7])([CH3:4])([CH3:2])[CH3:3]. Procedure: 3,8-Diaza-bicyclo[4.2.0]octane-3-carboxylic acid tert-butyl ester (240 mg, 1.1 mmol), 2,4-dimethyl-benzenesulfonyl chloride (278 mg, 1.4 mmol) and di-isopropylethylamine (0.4 mL, 2.3 mmol) were dissolved into DCM (5.0 mL) and stirred at room temperature for 18 h. The reaction mixture was diluted with DCM (25 mL) and washed with 1N NaOH (10 mL) and water (2×20 mL). The organic layers were combined, dried, filtered and concentrated to yield the title compound (300 mg, 97%).